This data is from the Open Reaction Database (ORD), a public repository of structured organic reaction records. The task is: describe an organic reaction: reactants, conditions, products, and yield Reactants: C=CC1=CC=CC=C1 (styrene), C(C(=C)C)(=O)OC1CCCCC1 (cyclohexyl methacrylate), C(C(=C)C)(=O)N (methacrylamide), CN(C=O)C (N,N-dimethylformamide), peroxide. Run at temperature 90 celsius. The product is CC1C(=O)NC(C(C1)C)=O (2,4-dimethylglutarimide), C=CC1=CC=CC=C1 (styrene), C(C(=C)C)(=O)OC1CCCCC1 (cyclohexyl methacrylate), C(C(=C)C)(=O)N (methacrylamide). As a reaction SMILES: [CH2:1]=[CH:2][C:3]1[CH:8]=[CH:7][CH:6]=[CH:5][CH:4]=1.[C:9]([O:14][CH:15]1[CH2:20][CH2:19][CH2:18][CH2:17][CH2:16]1)(=[O:13])[C:10]([CH3:12])=[CH2:11].[C:21]([NH2:26])(=[O:25])[C:22]([CH3:24])=[CH2:23].CN(C)C=O>>[CH3:23][CH:22]1[CH2:24][CH:10]([CH3:11])[C:9](=[O:13])[NH:26][C:21]1=[O:25].[CH2:1]=[CH:2][C:3]1[CH:8]=[CH:7][CH:6]=[CH:5][CH:4]=1.[C:9]([O:14][CH:15]1[CH2:20][CH2:19][CH2:18][CH2:17][CH2:16]1)(=[O:13])[C:10]([CH3:12])=[CH2:11].[C:21]([NH2:26])(=[O:25])[C:22]([CH3:24])=[CH2:23]. Procedure details: A 2,4-dimethylglutarimide, styrene, and cyclohexyl methacrylate containing polymer was prepared by the techniques of copolymerization and glutarimidization. Accordingly an interpolymer of styrene, cyclohexyl methacrylate, and methacrylamide was prepared. In a 1.5 liter, glass reactor fitted with inlet tubes, nitrogen pad, and stirrer, styrene 29 g, cyclohexyl methacrylate 225 g, and methacrylamide 122 g, were introduced, along with 50 percent based o monomer weight of N,N-dimethylformamide solve... Reactants: Cl (HCl), COC1=C(N)C=C(C=C1)C (2-methoxy-5-methylaniline), ice water, [OH-].[Na+] (NaOH), C(\C=C\C)=O (crotonaldehyde). Conditions: temperature 80 celsius. The product is CC1=NC2=C(C=CC(=C2C=C1)C)OC (2,5-dimethyl-8-methoxyquinoline). Isolated yield 65.0%. Reaction SMILES: Cl.[CH3:2][O:3][C:4]1[CH:10]=[CH:9][C:8]([CH3:11])=[CH:7][C:5]=1[NH2:6].[CH:12](=O)/[CH:13]=[CH:14]/[CH3:15].[OH-].[Na+]>>[CH3:15][C:14]1[CH:13]=[CH:12][C:7]2[C:5](=[C:4]([O:3][CH3:2])[CH:10]=[CH:9][C:8]=2[CH3:11])[N:6]=1 |f:3.4|. Procedure details: To a solution of 0.34 l concentrated HCl at 40° C. was added 275 parts 2-methoxy-5-methylaniline and further heated to 80° C. Then 154 parts crotonaldehyde was added dropwise, heated to 100° C. for 1 hour. The reaction was cooled to 30° C. and poured into 2.5 l ice water and neutralized with 50% NaOH. The product was filtered, washed with water, water pressed, washed with hexane and air dried to give 65% yield of 2,5-dimethyl-8-methoxyquinoline. Starting materials: BrC1=CC=C(C=C1)C=1C2=CC=CC=C2C(=C2C=CC=CC12)C1=CC=CC=C1 (9-(4-bromophenyl)-10-phenylanthracene), C(C)(C)(C)P(C(C)(C)C)C(C)(C)C (tri-(tert-butyl)phosphine), C1=CC=CC=2C=CC=3NC=4C=CC5=C(C4C3C21)C=CC=C5 (7H-dibenzo[c,g]carbazole), CC(C)([O-])C.[Na+] (sodium tert-butoxide). Reagents/catalysts: C=1C=CC(=CC1)/C=C/C(=O)/C=C/C2=CC=CC=C2.C=1C=CC(=CC1)/C=C/C(=O)/C=C/C2=CC=CC=C2.[Pd] (bis(dibenzylideneacetone)palladium(0)). The solvent is CCCCCC (hexane), C1(=CC=CC=C1)C (toluene). Product: C1(=CC=CC=C1)C1=C2C=CC=CC2=C(C2=CC=CC=C12)C1=CC=C(C=C1)N1C=2C=CC3=C(C2C=2C4=C(C=CC12)C=CC=C4)C=CC=C3 (7-[4-(10-Phenyl-9-anthryl)phenyl]-7H-dibenzo[c,g]carbazole). Isolated yield 68.9%. RXN SMILES: Br[C:2]1[CH:7]=[CH:6][C:5]([C:8]2[C:9]3[C:14]([C:15]([C:22]4[CH:27]=[CH:26][CH:25]=[CH:24][CH:23]=4)=[C:16]4[C:21]=2[CH:20]=[CH:19][CH:18]=[CH:17]4)=[CH:13][CH:12]=[CH:11][CH:10]=3)=[CH:4][CH:3]=1.[CH:28]1[C:44]2[C:43]3[C:42]4[C:41]5[CH:45]=[CH:46][CH:47]=[CH:48][C:40]=5[CH:39]=[CH:38][C:37]=4[NH:36][C:35]=3[CH:34]=[CH:33][C:32]=2[CH:31]=[CH:30][CH:29]=1.CC(C)([O-])C.[Na+].C(P(C(C)(C)C)C(C)(C)C)(C)(C)C>C1C=CC(/C=C/C(/C=C/C2C=CC=CC=2)=O)=CC=1.C1C=CC(/C=C/C(/C=C/C2C=CC=CC=2)=O)=CC=1.[Pd].CCCCCC.C1(C)C=CC=CC=1>[C:14]1([C:15]2[C:16]3[C:21](=[CH:20][CH:19]=[CH:18][CH:17]=3)[C:8]([C:5]3[CH:4]=[CH:3][C:2]([N:36]4[C:37]5[CH:38]=[CH:39][C:40]6[CH:48]=[CH:47][CH:46]=[CH:45][C:41]=6[C:42]=5[C:43]5[C:44]6[CH:28]=[CH:29][CH:30]=[CH:31][C:32]=6[CH:33]=[CH:34][C:35]4=5)=[CH:7][CH:6]=3)=[C:27]3[C:22]=2[CH:23]=[CH:24][CH:25]=[CH:26]3)[CH:13]=[CH:12][CH:11]=[CH:10][CH:9]=1 |f:2.3,5.6.7|. Procedure: In a 100 mL three-neck flask were placed 2.3 g (5.6 mmol) of 9-(4-bromophenyl)-10-phenylanthracene, 1.5 g (5.6 mol) of 7H-dibenzo[c,g]carbazole, and 1.2 g (12 mmol) of sodium tert-butoxide. After the air in the flask was replaced with nitrogen, to this mixture were added 30 mL of toluene and 2.8 mL of tri-(tert-butyl)phosphine (a 10 wt % hexane solution). This mixture was degassed by being stirred while the pressure was reduced. After the degassing, 0.16 g (0.28 mmol) of bis(dibenzylideneacetone... Starting materials: FC(OC1=CC=C(C=C1)OC1=C(C=CC=C1)[N+](=O)[O-])(F)F (1-Trifluoromethoxy-4-(2-nitro-phenoxy)-benzene), [Cl-].[NH4+] (ammonium chloride), C(Cl)Cl (DCM). The reagents and catalysts are [Fe] (iron). The solvent is C(C)O (ethanol), O (water). The product is FC(OC1=CC=C(OC2=C(C=CC=C2)N)C=C1)(F)F (2-(4-Trifluoromethoxy-phenoxy)-phenylamine). As a reaction SMILES: [F:1][C:2]([F:21])([F:20])[O:3][C:4]1[CH:9]=[CH:8][C:7]([O:10][C:11]2[CH:16]=[CH:15][CH:14]=[CH:13][C:12]=2[N+:17]([O-])=O)=[CH:6][CH:5]=1.[Cl-].[NH4+].C(Cl)Cl>C(O)C.O.[Fe]>[F:1][C:2]([F:20])([F:21])[O:3][C:4]1[CH:9]=[CH:8][C:7]([O:10][C:11]2[CH:16]=[CH:15][CH:14]=[CH:13][C:12]=2[NH2:17])=[CH:6][CH:5]=1 |f:1.2|. Procedure details: 1-Trifluoromethoxy-4-(2-nitro-phenoxy)-benzene (HVB01037, 2.1 g, 7.02 mmol) was added to a solution of iron powder (2.15 g, 38.61 mmol) and ammonium chloride (0.27 g, 4.9 mmol) in ethanol (40 ml) and water (4 ml) at reflux. Stirred at reflux for 3 h. Ethanol removed in-vacuo and the residue was extracted with sodium hydrogen carbonate. Organic layers dried over anhydrous magnesium sulphate and evaporated to dryness, to afford a brown oil, 1.57 g, 95%. Rf: 0.6 (DCM) 1HNMR (CDCl3, 270 MHz) δ 3.81 ... Starting materials: C(C1=CC=CC=C1)OC1=CC(=C(C(=O)OC)C=C1)OC(C)C1=C(C=CC=C1)C (methyl 4-benzyloxy-2-(1-o-tolylethoxy)benzoate). Solvent: [OH-].[K+] (KOH), CO (MeOH). Product: C(C1=CC=CC=C1)OC1=CC(=C(C(=O)O)C=C1)OC(C)C1=C(C=CC=C1)C (4-benzyloxy-2-(1-o-tolylethoxy)benzoic acid). As a reaction SMILES: [CH2:1]([O:8][C:9]1[CH:18]=[CH:17][C:12]([C:13]([O:15]C)=[O:14])=[C:11]([O:19][CH:20]([C:22]2[CH:27]=[CH:26][CH:25]=[CH:24][C:23]=2[CH3:28])[CH3:21])[CH:10]=1)[C:2]1[CH:7]=[CH:6][CH:5]=[CH:4][CH:3]=1>[OH-].[K+].CO>[CH2:1]([O:8][C:9]1[CH:18]=[CH:17][C:12]([C:13]([OH:15])=[O:14])=[C:11]([O:19][CH:20]([C:22]2[CH:27]=[CH:26][CH:25]=[CH:24][C:23]=2[CH3:28])[CH3:21])[CH:10]=1)[C:2]1[CH:3]=[CH:4][CH:5]=[CH:6][CH:7]=1 |f:1.2|. Procedure: A solution of methyl 4-benzyloxy-2-(1-o-tolylethoxy)benzoate (2.8 g) in 15% KOH in MeOH (50 mL) is refluxed for 3 hours. The solution is evaporated, the residue treated with water, brought to pH 1 with concentrated HCl, extracted with dichloromethane. The extract is dried and evaporated to give 4-benzyloxy-2-(1-o-tolylethoxy)benzoic acid as a colourless solid, m.p. 110-113° C. Starting materials: P(=O)(OCC)(OCC)OC=1C=C2C=CC(=NC2=CC1)C#N (diethyl (2-cyano-quinolin-6-yl) phosphate), I[Si](C)(C)C (iodotrimethylsilane), NC1=CC=C(C=C1)C (p-toluidine), resultant mixture. The solvent is C(Cl)Cl (methylene chloride). Product: C(#N)C1=NC2=CC=C(C=C2C=C1)OP(O)(O)=O ((2-cyano-quinolin-6-yl) phosphoric acid). The yield is 92.0%. As a reaction SMILES: [P:1]([O:9][C:10]1[CH:11]=[C:12]2[C:17](=[CH:18][CH:19]=1)[N:16]=[C:15]([C:20]#[N:21])[CH:14]=[CH:13]2)([O:6]CC)([O:3]CC)=[O:2].I[Si](C)(C)C.NC1C=CC(C)=CC=1>C(Cl)Cl>[C:20]([C:15]1[CH:14]=[CH:13][C:12]2[C:17](=[CH:18][CH:19]=[C:10]([O:9][P:1](=[O:2])([OH:3])[OH:6])[CH:11]=2)[N:16]=1)#[N:21]. Procedure details: To the solution of diethyl (2-cyano-quinolin-6-yl) phosphate (0.58 g, 1.86 mmol) in 10 ml of methylene chloride was added iodotrimethylsilane (0.82 g, 4.1 mmol). The resultant mixture was stirred for 40 minutes and then added to the solution of p-toluidine (1.50 g, 14.0 mmol) in 20 ml. After the solvent was partially removed, the white yellow precipitate was collected by filtration and washed with ethanol and ether to give a yield of 92%. The reactants are C(C)(=O)O (acetic acid), NCC(=O)NC=1SC=CC1C(C1=C(C=CC=C1)Cl)=O (2-aminoacetylamino-3-(o-chlorobenzoyl)-thiophene), CCOCC (ether). Run in C(C)O (ethanol). The product is ClC1=C(C=CC=C1)C=1C2=C(NC(CN1)=O)SC=C2 (5-(o-chlorophenyl)-1,3-dihydro-2H-thieno[2,3-e]-1,4-diazepin-2-one). RXN SMILES: [NH2:1][CH2:2][C:3]([NH:5][C:6]1[S:7][CH:8]=[CH:9][C:10]=1[C:11](=O)[C:12]1[CH:17]=[CH:16][CH:15]=[CH:14][C:13]=1[Cl:18])=[O:4].C(O)(=O)C.CCOCC>C(O)C>[Cl:18][C:13]1[CH:14]=[CH:15][CH:16]=[CH:17][C:12]=1[C:11]1[C:10]2[CH:9]=[CH:8][S:7][C:6]=2[NH:5][C:3](=[O:4])[CH2:2][N:1]=1. Procedure: 150 g (0.51 mol) of 2-aminoacetylamino-3-(o-chlorobenzoyl)-thiophene are dissolved in 2.5 liters of absolute ethanol and 250 ml of glacial acetic acid are added. The solution is heated to reflux with stirring until the reaction has ended (about 5 hours) as indicated by thin-layer chromatography (eluant: ether). The solvent is removed under a vacuum and the product taken up in 2 liters of methylene chloride. The methylene chloride solution is shaken out with dilute aqueous sodium bicarbonate solu... Reactants: [Na] (Sodium), CCN(C(C)C)C(C)C (DIPEA), OC(=O)C(F)(F)F.ClC=1C=CC(=C(C1)C(=O)C1CCN(CC1)C=1N=C2C(=NC1NC(C)C)CNCC2)F ((5-chloro-2-fluorophenyl)(1-(3-(isopropylamino)-5,6,7,8-tetrahydropyrido[3,4-b]pyrazin-2-yl)piperidin-4-yl)methanone TFA salt), C=O (formaldehyde). Run in CO (MeOH). Run at time 30 minute. Product: ClC=1C=CC(=C(C1)C(=O)C1CCN(CC1)C=1N=C2C(=NC1NC(C)C)CN(CC2)C)F ((5-chloro-2-fluorophenyl)(1-(3-(isopropylamino)-6-methyl-5,6,7,8-tetrahydropyrido[3,4-b]pyrazin-2-yl)piperidin-4-yl)methanone), C(=O)(C(F)(F)F)O (TFA). The yield is 274.8%. Reaction SMILES: [Na].[CH3:2]CN(C(C)C)C(C)C.[OH:11][C:12]([C:14]([F:17])([F:16])[F:15])=[O:13].[Cl:18][C:19]1[CH:20]=[CH:21][C:22]([F:47])=[C:23]([C:25]([CH:27]2[CH2:32][CH2:31][N:30]([C:33]3[N:34]=[C:35]4[CH2:46][CH2:45][NH:44][CH2:43][C:36]4=[N:37][C:38]=3[NH:39][CH:40]([CH3:42])[CH3:41])[CH2:29][CH2:28]2)=[O:26])[CH:24]=1.C=O>CO>[Cl:18][C:19]1[CH:20]=[CH:21][C:22]([F:47])=[C:23]([C:25]([CH:27]2[CH2:32][CH2:31][N:30]([C:33]3[N:34]=[C:35]4[CH2:46][CH2:45][N:44]([CH3:2])[CH2:43][C:36]4=[N:37][C:38]=3[NH:39][CH:40]([CH3:42])[CH3:41])[CH2:29][CH2:28]2)=[O:26])[CH:24]=1.[C:12]([OH:13])([C:14]([F:17])([F:16])[F:15])=[O:11] |f:2.3,^1:0|. Procedure: Sodium triacetoxyhydroborate (6.5 mg, 0.031 mmol) was added to a solution of DIPEA (5 μL, 0.031 mmol), (5-chloro-2-fluorophenyl)(1-(3-(isopropylamino)-5,6,7,8-tetrahydropyrido[3,4-b]pyrazin-2-yl)piperidin-4-yl)methanone TFA salt (8.4 mg, 0.015 mmol) and formaldehyde (1.5 μL, 0.015 mmol) in MeOH (150 μL) at rt. After 30 min, the mixture was purified by HPLC Method A to give the title compound as a TFA salt (4.7 mg, 54.6%) as a yellow solid. 1H NMR (400 MHz, methanol-d4) δ ppm 1.24 (d, J=6.6 Hz, 6... Starting materials: C(C)OC(C(C)(C)OC1=CC=C(C=C1)OCCC=1N=C(OC1C)C1=CC=C(C=C1)C1=CC(=CC(=C1)C(F)(F)F)C(F)(F)F)=O (2-(4-{2-[2-(3′, 5′-bis-trifluoromethylbiphenyl-4-yl)-5-methyloxazol-4-yl]ethoxy}-phenoxy)-2-methyl propionic acid ethyl ester), [OH-].[Na+] (NaOH). Solvent: C(C)O (ethanol), C1CCOC1 (THF). Reaction conditions: temperature 55 celsius. Yields the product FC(C=1C=C(C=C(C1)C(F)(F)F)C1=CC=C(C=C1)C=1OC(=C(N1)CCOC1=CC=C(OC(C(=O)O)(C)C)C=C1)C)(F)F (2-(4-{2-[2-(3′,5′-Bis-Trifluoromethylbiphenyl-4-yl)-5-methyloxazol-4-yl]ethoxy}-phenoxy)-2-methyl propionic acid). Reaction SMILES: C([O:3][C:4](=[O:44])[C:5]([O:8][C:9]1[CH:14]=[CH:13][C:12]([O:15][CH2:16][CH2:17][C:18]2[N:19]=[C:20]([C:24]3[CH:29]=[CH:28][C:27]([C:30]4[CH:35]=[C:34]([C:36]([F:39])([F:38])[F:37])[CH:33]=[C:32]([C:40]([F:43])([F:42])[F:41])[CH:31]=4)=[CH:26][CH:25]=3)[O:21][C:22]=2[CH3:23])=[CH:11][CH:10]=1)([CH3:7])[CH3:6])C.[OH-].[Na+]>C(O)C.C1COCC1>[F:39][C:36]([F:37])([F:38])[C:34]1[CH:35]=[C:30]([C:27]2[CH:28]=[CH:29][C:24]([C:20]3[O:21][C:22]([CH3:23])=[C:18]([CH2:17][CH2:16][O:15][C:12]4[CH:13]=[CH:14][C:9]([O:8][C:5]([CH3:6])([CH3:7])[C:4]([OH:44])=[O:3])=[CH:10][CH:11]=4)[N:19]=3)=[CH:25][CH:26]=2)[CH:31]=[C:32]([C:40]([F:43])([F:41])[F:42])[CH:33]=1 |f:1.2|. Procedure: Under nitrogen, 2-(4-{2-[2-(3′, 5′-bis-trifluoromethylbiphenyl-4-yl)-5-methyloxazol-4-yl]ethoxy}-phenoxy)-2-methyl propionic acid ethyl ester (0.53 mmol) in ethanol (2.5 mL) and THF (2.5 mL) was treated with 2.0 N NaOH (2.0 mL). The reaction mixture was stirred at 55° C. for 1H and concentrated in vacuo. The resulting slurry was suspended in ethyl acetate, acidified to pH 1 with 1N HCl, and partitioned. The organic layer was washed with brine, dried (Na2SO4), and concentrated in vacuo to yield o... The reactants are O1C(CCCC1)OCC=1C=C(C=CC1)C(C=C)O (1-(3-(((2-Tetrahydropyranyl)oxy)methyl)phenyl)prop-2-ene-1-ol), BrC1=C(C(=O)OCC)C=CC=C1 (ethyl 2-bromobenzoate), [Li+].[Cl-] (LiCl), [Li]OC(=O)C.O.O (LiOAc.2H2O). The solvent is CN(C)C=O (DMF). Run at temperature 100 celsius, time 1 hour. Product: O1C(CCCC1)OCC=1C=C(C=CC1)C(CCC1=C(C(=O)OCC)C=CC=C1)=O (Ethyl 2-(3-(3-(((2-tetrahydropyranyl)oxy)methyl)phenyl)-3-oxopropyl)benzoate). The yield is 85.8%. Reaction SMILES: [O:1]1[CH2:6][CH2:5][CH2:4][CH2:3][CH:2]1[O:7][CH2:8][C:9]1[CH:10]=[C:11]([CH:15]([OH:18])[CH:16]=[CH2:17])[CH:12]=[CH:13][CH:14]=1.Br[C:20]1[CH:30]=[CH:29][CH:28]=[CH:27][C:21]=1[C:22]([O:24][CH2:25][CH3:26])=[O:23].[Li+].[Cl-].[Li]OC(C)=O.O.O>CN(C=O)C>[O:1]1[CH2:6][CH2:5][CH2:4][CH2:3][CH:2]1[O:7][CH2:8][C:9]1[CH:10]=[C:11]([C:15](=[O:18])[CH2:16][CH2:17][C:27]2[CH:28]=[CH:29][CH:30]=[CH:20][C:21]=2[C:22]([O:24][CH2:25][CH3:26])=[O:23])[CH:12]=[CH:13][CH:14]=1 |f:2.3,4.5.6|. Reported procedure: The allylic alcohol of Step 10 (24.8 g, 100 mmol) and ethyl 2-bromobenzoate (25.2 g, 110 mmol) were dissolved in DMF (200 mL). LiCl (4.2 g, 100 mmol), LiOAc.2H2O (25.5 g, 250 mmol) and n-Bu4N+Cl- (55 g, 200 mmol) were added and the resulting mixture was degassed three times. Pd(OAc)2 (1 g) was then added and the mixture was degassed three more times before heating it at 100° C. with stirring for 1 hour. After cooling to r.t., the reaction mixture was poured onto H2O (600 mL), 10% aq. NaHCO3 (200...